This data is from the Open Reaction Database (ORD), a public repository of structured organic reaction records. The task is: describe an organic reaction: reactants, conditions, products, and yield The reactants are CC(C)(C)OC(=O)NC(C)(COP(=O)(OC(C)(C)C)OC(C)(C)C)c1ccc2cc(OC3CCC(C(C)(C)C)CC3)ccc2n1, CC(C)(C)OC(=O)NC(C)(CO)c1ccc2c(C(F)(F)F)c(OC3CCC(C(C)(C)C)CC3)ccc2n1. Yields the product CC(C)(C)OC(=O)NC(C)(COP(=O)(OC(C)(C)C)OC(C)(C)C)c1ccc2c(C(F)(F)F)c(OC3CCC(C(C)(C)C)CC3)ccc2n1. As a reaction SMILES: [C:1]([CH3:2])([CH3:3])([CH3:4])[O:5][C:6]([NH:7][C:8]([CH2:9][O:10][P:11](=[O:12])([O:13][C:14]([CH3:15])([CH3:16])[CH3:17])[O:18][C:19]([CH3:20])([CH3:21])[CH3:22])([CH3:23])[c:24]1[n:25][c:26]2[cH:27][cH:28][c:29]([O:34][CH:35]3[CH2:36][CH2:37][CH:38]([C:41]([CH3:42])([CH3:43])[CH3:44])[CH2:39][CH2:40]3)[cH:30][c:31]2[cH:32][cH:33]1)=[O:45].[C:46]([O:47][C:48](=[O:49])[NH:50][C:51]([c:52]1[cH:53][cH:54][c:55]2[c:56]([cH:57][cH:58][c:59]([O:60][CH:61]3[CH2:62][CH2:63][CH:64]([C:65]([CH3:66])([CH3:71])[CH3:72])[CH2:73][CH2:74]3)[c:75]2[C:67]([F:68])([F:69])[F:70])[n:76]1)([CH3:77])[CH2:78][OH:79])([CH3:80])([CH3:81])[CH3:82]>>[C:1]([CH3:2])([CH3:3])([CH3:4])[O:5][C:6]([NH:7][C:8]([CH2:9][O:10][P:11](=[O:12])([O:13][C:14]([CH3:15])([CH3:16])[CH3:17])[O:18][C:19]([CH3:20])([CH3:21])[CH3:22])([CH3:23])[c:24]1[n:25][c:26]2[cH:27][cH:28][c:29]([O:34][CH:35]3[CH2:36][CH2:37][CH:38]([C:41]([CH3:42])([CH3:43])[CH3:44])[CH2:39][CH2:40]3)[c:30]([C:67]([F:68])([F:69])[F:70])[c:31]2[cH:32][cH:33]1)=[O:45]. Reactants: [OH-].[NH4+] (ammonium hydroxide), N=1CCCN2C1SC1=C2C=C(C=C1)N (3,4-dihydro-2-H-pyrimido[2,1-b]benzothiazol-7-amine), C(C)(=O)O (acetic acid), [O-]C#N.[K+] (potassium cyanate). The solvent is O (water), O (water). Conditions: temperature 10 celsius, time 8 hour. Product: N=1CCCN2C1SC1=C2C=C(C=C1)NC(=O)N (N-(3,4-dihydro-2H-pyrimido[2,1-b]benzothiazol-7-yl)urea). Reaction SMILES: [N:1]1[CH2:2][CH2:3][CH2:4][N:5]2[C:9]3[CH:10]=[C:11]([NH2:14])[CH:12]=[CH:13][C:8]=3[S:7][C:6]=12.C(O)(=O)C.[O-:19][C:20]#[N:21].[K+].[OH-].[NH4+]>O>[N:1]1[CH2:2][CH2:3][CH2:4][N:5]2[C:9]3[CH:10]=[C:11]([NH:14][C:20]([NH2:21])=[O:19])[CH:12]=[CH:13][C:8]=3[S:7][C:6]=12 |f:2.3,4.5|. Procedure details: To a stirred solution of 3 parts of 3,4-dihydro-2-H-pyrimido[2,1-b]benzothiazol-7-amine in 16 parts of acetic acid are added 32 parts of water. Then there is added dropwise a solution of 1.46 parts of potassium cyanate in 32 parts of water (slightly exothermic reaction). Upon completion, stirring is continued overnight at room temperature. The reaction mixture is alkalized with ammonium hydroxide and the whole is stirred while cooling at 10° C. The precipitated product is filtered off and crysta...